Task: describe an organic reaction: reactants, conditions, products, and yield. Dataset: the Open Reaction Database (ORD), a public repository of structured organic reaction records Procedure details: Using 3-(1-cyanocyclobutyl)benzoic acid (110 mg, 0.56 mmol), oxalyl chloride (60 μL, 0.70 mmol), N,N-dimethylformamide (1 drop), tetrahydrofuran (3.0 mL), N-[6-(3-aminophenoxy)imidazo[1,2-b]pyridazin-2-yl]cyclopropanecarboxamide (150 mg, 0.47 mmol) and N-methylpyrrolidone (3.0 mL) as starting materials and in the same manner as in Example 335, the title compound (140 mg, 60%) was obtained as a white powder. The reactants are C(#N)C1(CCC1)C=1C=C(C(=O)O)C=CC1 (3-(1-cyanocyclobutyl)benzoic acid), NC=1C=C(OC=2C=CC=3N(N2)C=C(N3)NC(=O)C3CC3)C=CC1 (N-[6-(3-aminophenoxy)imidazo[1,2-b]pyridazin-2-yl]cyclopropanecarboxamide), C(C(=O)Cl)(=O)Cl (oxalyl chloride), O1CCCC1 (tetrahydrofuran). The yield is 60.5%. The product is C(#N)C1(CCC1)C=1C=C(C(=O)NC2=CC(=CC=C2)OC=2C=CC=3N(N2)C=C(N3)NC(=O)C3CC3)C=CC1 (3-(1-cyanocyclobutyl)-N-[3-({2-[(cyclopropylcarbonyl)amino]imidazo[1,2-b]pyridazin-6-yl}oxy)phenyl]benzamide). RXN SMILES: [C:1]([C:3]1([C:7]2[CH:8]=[C:9]([CH:13]=[CH:14][CH:15]=2)[C:10]([OH:12])=O)[CH2:6][CH2:5][CH2:4]1)#[N:2].C(Cl)(=O)C(Cl)=O.O1CCCC1.[NH2:27][C:28]1[CH:29]=[C:30]([CH:47]=[CH:48][CH:49]=1)[O:31][C:32]1[CH:33]=[CH:34][C:35]2[N:36]([CH:38]=[C:39]([NH:41][C:42]([CH:44]3[CH2:46][CH2:45]3)=[O:43])[N:40]=2)[N:37]=1>CN(C)C=O.CN1CCCC1=O>[C:1]([C:3]1([C:7]2[CH:8]=[C:9]([CH:13]=[CH:14][CH:15]=2)[C:10]([NH:27][C:28]2[CH:49]=[CH:48][CH:47]=[C:30]([O:31][C:32]3[CH:33]=[CH:34][C:35]4[N:36]([CH:38]=[C:39]([NH:41][C:42]([CH:44]5[CH2:45][CH2:46]5)=[O:43])[N:40]=4)[N:37]=3)[CH:29]=2)=[O:12])[CH2:4][CH2:5][CH2:6]1)#[N:2]. Run in CN1C(CCC1)=O (N-methylpyrrolidone). Reagents/catalysts: CN(C=O)C (N,N-dimethylformamide). The reactants are C(C=C)N1CC2(N=C(SCC2C1)NC(C1=CC=CC=C1)=O)C=1SC=C(C1)Br (Racemic N-[6-Allyl-7a-(4-bromo-2-thienyl)-4,4a,5,7-tetrahydropyrrolo[3,4-d][1,3]thiazin-2-yl]benzamide), CN(CC)C (dimethylethyl amine). The solvent is C(C)O (ethanol), C(C)O (ethanol). The product is C(C=C)N1C[C@@]2(N=C(SC[C@@H]2C1)NC(C1=CC=CC=C1)=O)C=1SC=C(C1)Br (N-[(4aR,7aR)-6-Allyl-7a-(4-bromo-2-thienyl)-4,4a,5,7-tetrahydropyrrolo[3,4-d][1,3]thiazin-2-yl]benzamide). The yield is 48.3%. RXN SMILES: [CH2:1]([N:4]1[CH2:12][CH:11]2[C:6]([C:22]3[S:23][CH:24]=[C:25]([Br:27])[CH:26]=3)([N:7]=[C:8]([NH:13][C:14](=[O:21])[C:15]3[CH:20]=[CH:19][CH:18]=[CH:17][CH:16]=3)[S:9][CH2:10]2)[CH2:5]1)[CH:2]=[CH2:3].CN(C)CC>C(O)C>[CH2:1]([N:4]1[CH2:12][C@@H:11]2[C@@:6]([C:22]3[S:23][CH:24]=[C:25]([Br:27])[CH:26]=3)([N:7]=[C:8]([NH:13][C:14](=[O:21])[C:15]3[CH:20]=[CH:19][CH:18]=[CH:17][CH:16]=3)[S:9][CH2:10]2)[CH2:5]1)[CH:2]=[CH2:3]. Procedure details: Racemic N-[6-Allyl-7a-(4-bromo-2-thienyl)-4,4a,5,7-tetrahydropyrrolo[3,4-d][1,3]thiazin-2-yl]benzamide (2.24 g, 4.84 mmol) is purified by chiral HPLC: (Chiralpak AD 8×40.5 cm; eluent: 100% ethanol with 0.2% dimethylethyl amine); flow: 400 mL/min at UV 270 nm). Analysis conditions: Chiralpak AD-H 0.46×15 cm; eluent: 100% ethanol (0.2% isopropyl amine); flow: 0.6 mL/min at UV 320 nm; Rt=3.03 minutes. The second eluting isomer is isolated to give the title compound (1.08 g, 48%, >99% ee). ES/MS (m/... Starting materials: C(C)(C)(C)OC(NC1=C(C=C(C(=C1)C)C(F)(F)F)N)=O ((2-amino-5-methyl-4-trifluoromethyl-phenyl)-carbamic acid tert-butyl ester), C(C)(C)(C)OC(CC(=O)C1=CC(=CC=C1)C=1C=NC(=CC1)C(C)C)=O (3-[3-(6-isopropyl-pyridin-3-yl)-phenyl]-3-oxo-propionic acid tert-butyl ester). The product is C(C)(C)(C)OC(NC1=C(C=C(C(=C1)C)C(F)(F)F)NC(CC(=O)C1=CC(=CC=C1)C=1C=NC(=CC1)C(C)C)=O)=O ((2-{3-[3-(6-Isopropyl-pyridin-3-yl)-phenyl]-3-oxo-propionylamino}-5-methyl-4-trifluoromethyl-phenyl)-carbamic acid tert-butyl ester), solid. Isolated yield 47.0%. Reaction SMILES: [C:1]([O:5][C:6](=[O:20])[NH:7][C:8]1[CH:13]=[C:12]([CH3:14])[C:11]([C:15]([F:18])([F:17])[F:16])=[CH:10][C:9]=1[NH2:19])([CH3:4])([CH3:3])[CH3:2].C([O:25][C:26](=O)[CH2:27][C:28]([C:30]1[CH:35]=[CH:34][CH:33]=[C:32]([C:36]2[CH:37]=[N:38][C:39]([CH:42]([CH3:44])[CH3:43])=[CH:40][CH:41]=2)[CH:31]=1)=[O:29])(C)(C)C>>[C:1]([O:5][C:6](=[O:20])[NH:7][C:8]1[CH:13]=[C:12]([CH3:14])[C:11]([C:15]([F:18])([F:17])[F:16])=[CH:10][C:9]=1[NH:19][C:26](=[O:25])[CH2:27][C:28]([C:30]1[CH:35]=[CH:34][CH:33]=[C:32]([C:36]2[CH:37]=[N:38][C:39]([CH:42]([CH3:43])[CH3:44])=[CH:40][CH:41]=2)[CH:31]=1)=[O:29])([CH3:4])([CH3:2])[CH3:3]. Reported procedure: The title compound was prepared from (2-amino-5-methyl-4-trifluoromethyl-phenyl)-carbamic acid tert-butyl ester (Example J20) (218 mg, 0.75 mmol) and 3-[3-(6-isopropyl-pyridin-3-yl)-phenyl]-3-oxo-propionic acid tert-butyl ester (Example K22) (255 mg, 0.75 mmol) according to the general procedure M. Obtained as an off-white solid (197 mg, 47%).